From a dataset of the Open Reaction Database (ORD), a public repository of structured organic reaction records. describe an organic reaction: reactants, conditions, products, and yield The reactants are Cl.NC1CCC2=C(C=C(C(=C12)O)CNC(CCl)=O)C (1-amino-4-methyl-6-α-chloroacetylaminomethyl-7-hydroxyindane hydrochloride), Cl (hydrochloric acid), C(C)O (ethanol). The product is Cl.Cl.NC1(CCC2=CC=C(C(=C12)O)CN)C (1-amino-methyl-6-aminomethyl-7-hydroxyindane dihydrochloride). RXN SMILES: [ClH:1].[NH2:2][CH:3]1[C:11]2[C:6](=[C:7](C)[CH:8]=[C:9]([CH2:13][NH:14]C(=O)C[Cl:17])[C:10]=2[OH:12])[CH2:5][CH2:4]1.Cl.[CH2:21](O)C>>[ClH:17].[ClH:1].[NH2:2][C:3]1([CH3:21])[C:11]2[C:6](=[CH:7][CH:8]=[C:9]([CH2:13][NH2:14])[C:10]=2[OH:12])[CH2:5][CH2:4]1 |f:0.1,4.5.6|. Procedure: 5 Grams of 1-amino-4-methyl-6-α-chloroacetylaminomethyl-7-hydroxyindane hydrochloride and 100 ml of ethanol containing 50 ml of concentrated hydrochloric acid were refluxed by heating for 8 hours. The solvent was removed by evaporation and the residue obtained was washed with ethanol. Recrystallized from methanol-ether to obtain 1 g of 1-amino-methyl-6-aminomethyl-7-hydroxyindane dihydrochloride. Starting materials: CCOC(=O)C(Cc1ccc(OS(=O)(=O)C(F)(F)F)cc1)NC(=O)c1c(Cl)cccc1Cl, COCOc1cccc(OCOC)c1B(O)O. The product is CCOC(=O)C(Cc1ccc(-c2c(OCOC)cccc2OCOC)cc1)NC(=O)c1c(Cl)cccc1Cl. As a reaction SMILES: [CH2:18]([CH3:19])[O:20][C:21]([CH:22]([NH:23][C:24]([c:25]1[c:26]([Cl:32])[cH:27][cH:28][cH:29][c:30]1[Cl:31])=[O:33])[CH2:34][c:35]1[cH:36][cH:37][c:38]([O:41][S:42]([C:43]([F:44])([F:45])[F:46])(=[O:47])=[O:48])[cH:39][cH:40]1)=[O:49].[CH3:1][O:2][CH2:3][O:4][c:5]1[c:6]([B:15]([OH:16])[OH:17])[c:7]([O:11][CH2:12][O:13][CH3:14])[cH:8][cH:9][cH:10]1>>[CH3:1][O:2][CH2:3][O:4][c:5]1[c:6](-[c:38]2[cH:37][cH:36][c:35]([CH2:34][CH:22]([C:21]([O:20][CH2:18][CH3:19])=[O:49])[NH:23][C:24]([c:25]3[c:26]([Cl:32])[cH:27][cH:28][cH:29][c:30]3[Cl:31])=[O:33])[cH:40][cH:39]2)[c:7]([O:11][CH2:12][O:13][CH3:14])[cH:8][cH:9][cH:10]1.